The task is: describe an organic reaction: reactants, conditions, products, and yield. This data is from the Open Reaction Database (ORD), a public repository of structured organic reaction records. Reactants: BrC1=C(N(N=C1)C)C(CCCC1=CC=CC=C1)O (1-(4-bromo-2-methyl-2H-pyrazol-3-yl)-4-phenyl-butan-1-ol), C(C)OC(CC1(CC1)C1=CC=C(C=C1)C1=CC=C(C=C1)B1OC(C(O1)(C)C)(C)C)=O ({1-[4′-(4,4,5,5-tetramethyl-[1,3,2]dioxaborolan-2-yl)-biphenyl-4-yl]-cyclopropyl}-acetic acid ethyl ester). The product is C(C)OC(CC1(CC1)C1=CC=C(C=C1)C1=CC=C(C=C1)C=1C=NN(C1C(CCCC1=CC=CC=C1)O)C)=O ((1-{4′-[5-(1-Hydroxy-4-phenyl-butyl)-1-methyl-1H-pyrazol-4-yl]-biphenyl-4-yl}-cyclopropyl)-acetic acid ethyl ester). RXN SMILES: Br[C:2]1[CH:6]=[N:5][N:4]([CH3:7])[C:3]=1[CH:8]([OH:18])[CH2:9][CH2:10][CH2:11][C:12]1[CH:17]=[CH:16][CH:15]=[CH:14][CH:13]=1.[CH2:19]([O:21][C:22](=[O:48])[CH2:23][C:24]1([C:27]2[CH:32]=[CH:31][C:30]([C:33]3[CH:38]=[CH:37][C:36](B4OC(C)(C)C(C)(C)O4)=[CH:35][CH:34]=3)=[CH:29][CH:28]=2)[CH2:26][CH2:25]1)[CH3:20]>>[CH2:19]([O:21][C:22](=[O:48])[CH2:23][C:24]1([C:27]2[CH:28]=[CH:29][C:30]([C:33]3[CH:38]=[CH:37][C:36]([C:2]4[CH:6]=[N:5][N:4]([CH3:7])[C:3]=4[CH:8]([OH:18])[CH2:9][CH2:10][CH2:11][C:12]4[CH:17]=[CH:16][CH:15]=[CH:14][CH:13]=4)=[CH:35][CH:34]=3)=[CH:31][CH:32]=2)[CH2:25][CH2:26]1)[CH3:20]. Procedure details: Prepared according to the procedure described in Example 5, Step 2, using the following starting materials: 1-(4-bromo-2-methyl-2H-pyrazol-3-yl)-4-phenyl-butan-1-ol and {1-[4′-(4,4,5,5-tetramethyl-[1,3,2]dioxaborolan-2-yl)-biphenyl-4-yl]-cyclopropyl}-acetic acid ethyl ester. Reactants: ClC1=C(C=CC(=C1)F)O (2-chloro-4-fluorophenol), C(C=C)C1=NOC(=N1)CCl (3-allyl-5-chloromethyl-1,2,4-oxadiazole), C([O-])([O-])=O.[K+].[K+] (potassium carbonate). The solvent is CC(=O)C (acetone). Yields the product C(C=C)C1=NOC(=N1)COC1=C(C=C(C=C1)F)Cl (3-allyl-5-[(2-chloro-4-fluorophenoxy)methyl]-1,2,4-oxadiazole). The yield is 80.7%. RXN SMILES: [Cl:1][C:2]1[CH:7]=[C:6]([F:8])[CH:5]=[CH:4][C:3]=1[OH:9].[CH2:10]([C:13]1[N:17]=[C:16]([CH2:18]Cl)[O:15][N:14]=1)[CH:11]=[CH2:12].C(=O)([O-])[O-].[K+].[K+]>CC(C)=O>[CH2:10]([C:13]1[N:17]=[C:16]([CH2:18][O:9][C:3]2[CH:4]=[CH:5][C:6]([F:8])=[CH:7][C:2]=2[Cl:1])[O:15][N:14]=1)[CH:11]=[CH2:12] |f:2.3.4|. Reported procedure: 0.71 g of 2-chloro-4-fluorophenol, 0.77 g of 3-allyl-5-chloromethyl-1,2,4-oxadiazole and 0.83 of potassium carbonate were added to 20 ml of acetone. After completion of the reaction, the resulting precipitates were filtered out from the mixture and then acetone was removed by distillation, and the residue was purified by column chromatography (benzene:hexane=1:1) to obtain 1.05 g of the desired product(yield: 80.8%). The reactants are CN(C)c1ccc(CCO)cc1, Clc1cncc(Cl)n1, C1COCCO1. RXN SMILES: [CH3:1][N:2]([c:3]1[cH:4][cH:5][c:6]([CH2:7][CH2:8][OH:9])[cH:10][cH:11]1)[CH3:12].[Cl:13][c:14]1[n:15][c:16]([Cl:20])[cH:17][n:18][cH:19]1.[O:21]1[CH2:22][CH2:23][O:24][CH2:25][CH2:26]1>>[CH3:1][N:2]([c:3]1[cH:4][cH:5][c:6]([CH2:7][CH2:8][O:9][c:16]2[n:15][c:14]([Cl:13])[cH:19][n:18][cH:17]2)[cH:10][cH:11]1)[CH3:12]. Product: CN(C)c1ccc(CCOc2cncc(Cl)n2)cc1. Reactants: BrC=1C=CC(=NC1)C#N (5-bromopyridine-2-carbonitrile), N1(CCNCC1)C(=O)OC(C)(C)C (tert-butyl piperazine-1-carboxylate), C([O-])([O-])=O.[Cs+].[Cs+] (cesium carbonate), CNC1C(CCCC1)NC (racemic N,N′-dimethylcyclohexane-1,2-diamine). Reagents/catalysts: [Cu]I (copper(I) iodide). Solvent: CN1C(CCC1)=O (1-methylpyrrolidin-2-one). Reaction conditions: temperature 120 celsius. Product: C(#N)C1=CC=C(C=N1)N1CCN(CC1)C(=O)OC(C)(C)C (tert-butyl 4-(6-cyanopyridin-3-yl)piperazine-1-carboxylate). Reaction SMILES: Br[C:2]1[CH:3]=[CH:4][C:5]([C:8]#[N:9])=[N:6][CH:7]=1.[N:10]1([C:16]([O:18][C:19]([CH3:22])([CH3:21])[CH3:20])=[O:17])[CH2:15][CH2:14][NH:13][CH2:12][CH2:11]1.C(=O)([O-])[O-].[Cs+].[Cs+].CNC1CCCCC1NC>[Cu]I.CN1CCCC1=O>[C:8]([C:5]1[N:6]=[CH:7][C:2]([N:13]2[CH2:12][CH2:11][N:10]([C:16]([O:18][C:19]([CH3:22])([CH3:21])[CH3:20])=[O:17])[CH2:15][CH2:14]2)=[CH:3][CH:4]=1)#[N:9] |f:2.3.4|. Procedure details: A mixture of the 5-bromopyridine-2-carbonitrile (0.957 g, 5.23 mmol), tert-butyl piperazine-1-carboxylate (1.36 g, 7.32 mmol), cesium carbonate (3.41 g, 10.5 mmol), racemic N,N′-dimethylcyclohexane-1,2-diamine (0.074 g, 0.52 mmol), and copper(I) iodide (0.010 mg, 0.052 mmol) was stirred with 13.1 mL of 1-methylpyrrolidin-2-one and purged with a stream of nitrogen. The reaction was heated to 120° C. for 8 hours. The mixture was diluted with dichloromethane (20 mL) and washed with water (3×20 mL).... Reactants: CCOC(=O)C(C)(C)Cn1ncc2cc(-c3noc(-c4ccc(OC(C)C)c(C#N)c4)n3)ccc21, CCO, [Na+], [OH-]. The product is CC(C)Oc1ccc(-c2nc(-c3ccc4c(cnn4CC(C)(C)C(=O)O)c3)no2)cc1C#N. As a reaction SMILES: [C:1](#[N:2])[c:3]1[cH:4][c:5](-[c:13]2[n:14][c:15](-[c:18]3[cH:19][c:20]4[cH:21][n:22][n:23]([CH2:27][C:28]([C:29](=[O:30])[O:31][CH2:32][CH3:33])([CH3:34])[CH3:35])[c:24]4[cH:25][cH:26]3)[n:16][o:17]2)[cH:6][cH:7][c:8]1[O:9][CH:10]([CH3:11])[CH3:12].[CH3:38][CH2:39][OH:40].[Na+:37].[OH-:36]>>[C:1](#[N:2])[c:3]1[cH:4][c:5](-[c:13]2[n:14][c:15](-[c:18]3[cH:19][c:20]4[cH:21][n:22][n:23]([CH2:27][C:28]([C:29](=[O:30])[OH:31])([CH3:34])[CH3:35])[c:24]4[cH:25][cH:26]3)[n:16][o:17]2)[cH:6][cH:7][c:8]1[O:9][CH:10]([CH3:11])[CH3:12]. Solvent: C1CCOC1 (THF), C1CCOC1 (THF). RXN SMILES: [F:1][C:2]1[CH:7]=[CH:6][C:5]([O:8][CH3:9])=[CH:4][C:3]=1[C:10]1[CH:11]=[CH:12][C:13]([OH:21])=[N:14][C:15]=1[CH2:16][C:17]([CH3:20])([CH3:19])[CH3:18].[CH:22]1([CH:25]([C:32]2[CH:37]=[CH:36][CH:35]=[C:34]([CH2:38]O)[CH:33]=2)[CH2:26][C:27]([O:29][CH2:30][CH3:31])=[O:28])[CH2:24][CH2:23]1.N(C(N1CCCCC1)=O)=NC(N1CCCCC1)=O.C(P(CCCC)CCCC)CCC>C1COCC1>[CH:22]1([CH:25]([C:32]2[CH:37]=[CH:36][CH:35]=[C:34]([CH2:38][O:21][C:13]3[CH:12]=[CH:11][C:10]([C:3]4[CH:4]=[C:5]([O:8][CH3:9])[CH:6]=[CH:7][C:2]=4[F:1])=[C:15]([CH2:16][C:17]([CH3:18])([CH3:20])[CH3:19])[N:14]=3)[CH:33]=2)[CH2:26][C:27]([O:29][CH2:30][CH3:31])=[O:28])[CH2:24][CH2:23]1. Procedure details: To a solution of 5-(2-fluoro-5-methoxyphenyl)-6-neopentylpyridin-2-ol (300 mg) in THF (20 mL) were added a solution of ethyl 3-cyclopropyl-3-(3-(hydroxymethyl)phenyl)propanoate (283 mg) in THF (5.0 mL), 1,1′-(azodicarbonyl)dipiperidine (523 mg) and tri-n-butylphosphine (420 mg) at 0° C., and the mixture was stirred at 0° C. for 5 min. The mixture was further stirred at room temperature for 16 hr, and concentrated under reduced pressure. The residue was purified by silica gel column chromatograph... Yields the product C1(CC1)C(CC(=O)OCC)C1=CC(=CC=C1)COC1=NC(=C(C=C1)C1=C(C=CC(=C1)OC)F)CC(C)(C)C (ethyl 3-cyclopropyl-3-(3-(((5-(2-fluoro-5-methoxyphenyl)-6-neopentylpyridin-2-yl)oxy)methyl)phenyl)propanoate). The yield is 71.3%. Run at temperature 0 celsius, time 5 minute. Starting materials: FC1=C(C=C(C=C1)OC)C=1C=CC(=NC1CC(C)(C)C)O (5-(2-fluoro-5-methoxyphenyl)-6-neopentylpyridin-2-ol), C1(CC1)C(CC(=O)OCC)C1=CC(=CC=C1)CO (ethyl 3-cyclopropyl-3-(3-(hydroxymethyl)phenyl)propanoate), N(=NC(=O)N1CCCCC1)C(=O)N1CCCCC1 (1,1′-(azodicarbonyl)dipiperidine), C(CCC)P(CCCC)CCCC (tri-n-butylphosphine). Reactants: ClC1=C(C=NC=C1)[N+](=O)[O-] (4-chloro-3-nitropyridine), C([O-])([O-])=O.[K+].[K+] (potassium carbonate), N1(CCNCC1)C(=O)OCC (ethyl 1-piperazinecarboxylate). The solvent is CC#N (MeCN). Run at temperature 23 celsius, time 16 hour. Product: [N+](=O)([O-])C=1C=NC=CC1N1CCN(CC1)C(=O)OCC (ethyl 4-(3-nitro-4-pyridinyl)-1-piperazinecarboxylate). The yield is 73.6%. As a reaction SMILES: Cl[C:2]1[CH:7]=[CH:6][N:5]=[CH:4][C:3]=1[N+:8]([O-:10])=[O:9].C(=O)([O-])[O-].[K+].[K+].[N:17]1([C:23]([O:25][CH2:26][CH3:27])=[O:24])[CH2:22][CH2:21][NH:20][CH2:19][CH2:18]1>CC#N>[N+:8]([C:3]1[CH:4]=[N:5][CH:6]=[CH:7][C:2]=1[N:20]1[CH2:19][CH2:18][N:17]([C:23]([O:25][CH2:26][CH3:27])=[O:24])[CH2:22][CH2:21]1)([O-:10])=[O:9] |f:1.2.3|. Procedure: A solution of technical grade 3-nitropyridone (25 g, 177 mmol) (contains about 20% 3,5-dinitropyridone by weight) in 150 mL of phosphorous oxychloride was heated at 90° C. for 2 h. The excess phosphorous oxychloride was removed by distillation and the remaining oil poured into ice/water. The aqueous solution was extracted with five 300 mL portions of CH2Cl2. The CH2Cl2 extracts were dried (MgSO4), filtered and concentrated in vacuo to yield 26.7 g of crude 4-chloro-3-nitropyridine. To a solution... Starting materials: FC(C(=O)O)(F)F.ClC=1N=CN(C1)C1=C(C=C(C=C1)NC1=NN2C(C(CC(CC2)=O)C2=CC=C(C=C2)F)=N1)OC (2-(4-(4-chloro-1H-imidazol-1-yl)-3-methoxyphenylamino)-9-(4-fluorophenyl)-8,9-dihydro-5H-[1,2,4]triazolo[1,5-a]azepin-7(6H)-one 2,2,2-trifluoroacetate), C(CO)O (ethylene glycol), O.CC1=CC=C(C=C1)S(=O)(=O)O (4-methylbenzenesulfonic acid, hydrate), C(=O)(C(F)(F)F)O (TFA). Solvent: C1=CC=CC=C1 (benzene). Product: FC(C(=O)O)(F)F.ClC=1N=CN(C1)C1=C(C=C(C=C1)NC1=NN2C(C(CC3(OCCO3)CC2)C2=CC=C(C=C2)F)=N1)OC (N-(4-(4-chloro-1H-imidazol-1-yl)-3-methoxyphenyl)-9-(4-fluorophenyl)-5,6,8,9-tetrahydrospiro[[1,2,4]triazolo[1,5-a]azepine-7,2′-[1,3]dioxolan]-2-amine 2,2,2-trifluoroacetate). The yield is 35.0%. Reaction SMILES: [F:1][C:2]([F:7])([F:6])[C:3]([OH:5])=[O:4].[Cl:8][C:9]1[N:10]=[CH:11][N:12]([C:14]2[CH:19]=[CH:18][C:17]([NH:20][C:21]3[N:38]=[C:24]4[CH:25]([C:31]5[CH:36]=[CH:35][C:34]([F:37])=[CH:33][CH:32]=5)[CH2:26][C:27](=[O:30])[CH2:28][CH2:29][N:23]4[N:22]=3)=[CH:16][C:15]=2[O:39][CH3:40])[CH:13]=1.[CH2:41](O)[CH2:42][OH:43].O.CC1C=CC(S(O)(=O)=O)=CC=1.C(O)(C(F)(F)F)=O>C1C=CC=CC=1>[F:1][C:2]([F:7])([F:6])[C:3]([OH:5])=[O:4].[Cl:8][C:9]1[N:10]=[CH:11][N:12]([C:14]2[CH:19]=[CH:18][C:17]([NH:20][C:21]3[N:38]=[C:24]4[CH:25]([C:31]5[CH:36]=[CH:35][C:34]([F:37])=[CH:33][CH:32]=5)[CH2:26][C:27]5([CH2:28][CH2:29][N:23]4[N:22]=3)[O:43][CH2:42][CH2:41][O:30]5)=[CH:16][C:15]=2[O:39][CH3:40])[CH:13]=1 |f:0.1,3.4,7.8|. Procedure details: A solution of 2-(4-(4-chloro-1H-imidazol-1-yl)-3-methoxyphenylamino)-9-(4-fluorophenyl)-8,9-dihydro-5H-[1,2,4]triazolo[1,5-a]azepin-7(6H)-one (84 mg, 0.180 mmol, from example 137) in benzene (1 mL) was treated with ethylene glycol (0.011 mL, 0.198 mmol), and 4-methylbenzenesulfonic acid, hydrate (34.2 mg, 0.180 mmol). The mixture was heated to reflux using a Dean-Stark trap for 6 h, the mixture was cooled to room temperature and quenched with saturated sodium bicarbonate and extracted with ethyl... Starting materials: O=C([O-])O, CN(C)C=O, Fc1ccc2c(CCCCl)noc2c1, OC1(c2ccc(Cl)cc2)CCNCC1, [I-], [K+], [Na+]. Product: OC1(c2ccc(Cl)cc2)CCN(CCCc2noc3cc(F)ccc23)CC1. RXN SMILES: [C:29](=[O:30])([OH:31])[O-:32].[CH3:36][N:37]([CH3:38])[CH:39]=[O:40].[Cl:15][CH2:16][CH2:17][CH2:18][c:19]1[n:20][o:21][c:22]2[c:23]1[cH:24][cH:25][c:26]([F:28])[cH:27]2.[Cl:1][c:2]1[cH:3][cH:4][c:5]([C:8]2([OH:14])[CH2:9][CH2:10][NH:11][CH2:12][CH2:13]2)[cH:6][cH:7]1.[I-:35].[K+:34].[Na+:33]>>[Cl:1][c:2]1[cH:3][cH:4][c:5]([C:8]2([OH:14])[CH2:9][CH2:10][N:11]([CH2:16][CH2:17][CH2:18][c:19]3[n:20][o:21][c:22]4[c:23]3[cH:24][cH:25][c:26]([F:28])[cH:27]4)[CH2:12][CH2:13]2)[cH:6][cH:7]1. Starting materials: NC1=CC=C(C=C1)C1=CC(=NC(=C1)C1=CC=CC=C1)OCCCCCC(=O)OCC (ethyl 6-{[4-(4-aminophenyl)-6-phenyl-2-pyridyl]oxy}hexanoate), NC1=CC=C(C=C1)C1=CC(=NC(=C1)C1=CC=CC=C1)OCCCCC(C(=O)OC)(C)C (methyl 6-{[4-(4-aminophenyl)-6-phenyl-2-pyridyl]oxy}-2,2-dimethylhexanoate), CNC1=CC=C(C=C1)C1=CC(=NC(=C1)C1=CC=CC=C1)OCCCCC(C(=O)OC)(C)C (methyl 6-{[4-(4-methylaminophenyl)-6-phenyl-2-pyridyl]oxy}-2,2-dimethylhexanoate). The product is CNC1=CC=C(C=C1)C1=CC(=NC(=C1)C1=CC=CC=C1)OCCCCCC(=O)OCC (ethyl 6-{[4-(4-methylaminophenyl)-6-phenyl-2-pyridyl]oxy}hexanoate). Reaction SMILES: [NH2:1][C:2]1[CH:7]=[CH:6][C:5]([C:8]2[CH:13]=[C:12]([C:14]3[CH:19]=[CH:18][CH:17]=[CH:16][CH:15]=3)[N:11]=[C:10]([O:20][CH2:21][CH2:22][CH2:23][CH2:24][CH2:25][C:26]([O:28][CH2:29][CH3:30])=[O:27])[CH:9]=2)=[CH:4][CH:3]=1.N[C:32]1C=CC(C2C=C(C3C=CC=CC=3)N=C(OCCCCC(C)(C)C(OC)=O)C=2)=CC=1.CNC1C=CC(C2C=C(C3C=CC=CC=3)N=C(OCCCCC(C)(C)C(OC)=O)C=2)=CC=1>>[CH3:32][NH:1][C:2]1[CH:7]=[CH:6][C:5]([C:8]2[CH:13]=[C:12]([C:14]3[CH:19]=[CH:18][CH:17]=[CH:16][CH:15]=3)[N:11]=[C:10]([O:20][CH2:21][CH2:22][CH2:23][CH2:24][CH2:25][C:26]([O:28][CH2:29][CH3:30])=[O:27])[CH:9]=2)=[CH:4][CH:3]=1. Reported procedure: When the procedure of Example 16 is followed and ethyl 6-{[4-(4-aminophenyl)-6-phenyl-2-pyridyl]oxy}hexanoate is replaced with methyl 6-{[4-(4-aminophenyl)-6-phenyl-2-pyridyl]oxy}-2,2-dimethylhexanoate then the compound prepared is methyl 6-{[4-(4-methylaminophenyl)-6-phenyl-2-pyridyl]oxy}-2,2-dimethylhexanoate. (m.p.=77° C.)